From a dataset of the Open Reaction Database (ORD), a public repository of structured organic reaction records. describe an organic reaction: reactants, conditions, products, and yield Starting materials: CCOC(=O)C(=O)OCC, CC(=O)c1ccccn1, CCOCC, CC(=O)O, O. The product is CCOC(=O)C(=O)C=C(O)c1ccccn1. Reaction SMILES: [C:10]([C:11](=[O:12])[O:13][CH2:14][CH3:15])(=[O:16])[O:17][CH2:18][CH3:19].[C:1]([CH3:2])(=[O:3])[c:4]1[n:5][cH:6][cH:7][cH:8][cH:9]1.[CH2:24]([O:25][CH2:26][CH3:27])[CH3:28].[CH3:20][C:21](=[O:22])[OH:23].[OH2:29]>>[C:1](=[CH:2][C:10]([C:11](=[O:12])[O:13][CH2:14][CH3:15])=[O:16])([OH:3])[c:4]1[n:5][cH:6][cH:7][cH:8][cH:9]1.